Dataset: the Open Reaction Database (ORD), a public repository of structured organic reaction records. Task: describe an organic reaction: reactants, conditions, products, and yield Reaction SMILES: Br[C:2]1[CH:7]=[CH:6][C:5]([Br:8])=[CH:4][N:3]=1.[C:9]([NH:12][CH2:13][C:14]#[CH:15])(=[O:11])[CH3:10]>C(NC(C)C)(C)C.C(OCC)(=O)C.[Cu]I.Cl[Pd](Cl)([P](C1C=CC=CC=1)(C1C=CC=CC=1)C1C=CC=CC=1)[P](C1C=CC=CC=1)(C1C=CC=CC=1)C1C=CC=CC=1>[Br:8][C:5]1[CH:6]=[CH:7][C:2]([C:15]#[C:14][CH2:13][NH:12][C:9](=[O:11])[CH3:10])=[N:3][CH:4]=1 |^1:33,52|. The reactants are BrC1=NC=C(C=C1)Br (2,5-dibromopyridine), C(C)(=O)NCC#C (N-acetyl-propargylamine). Procedure details: A mixture of 2,5-dibromopyridine (1-1) (1.19 g), N-acetyl-propargylamine (733 mg), CuI (10 mg), and Pd(PPh3)2Cl2 (73 mg) in diisopropylamine (20 mL) was stirred at ambient temperature under nitrogen atmosphere over 3 days. The mixture was diluted with ethyl acetate (50 mL). The solid was filtered and washed with ethyl acetate. The filtrate and wash were combined and concentrated under reduced pressure. The residue was purified by silica gel column chromatography using ethyl acetate as eluant to ... The yield is 89.7%. Solvent: C(C)(=O)OCC (ethyl acetate), C(C)(C)NC(C)C (diisopropylamine). Reagents/catalysts: [Cu]I (CuI), Cl[Pd]([P](C1=CC=CC=C1)(C2=CC=CC=C2)C3=CC=CC=C3)([P](C4=CC=CC=C4)(C5=CC=CC=C5)C6=CC=CC=C6)Cl (Pd(PPh3)2Cl2). Yields the product BrC=1C=CC(=NC1)C#CCNC(C)=O (N-[3-(5-Bromopyridin-2-yl)prop-2-ynyl]acetamide). Run at time 3 day. Starting materials: CC(=O)O, O=C1Nc2ccc(I)cc2C1=O, COC(=O)c1ccc(OCC(=O)NN)cc1. The product is COC(=O)c1ccc(OCC(=O)NN=C2C(=O)Nc3ccc(I)cc32)cc1. Reaction SMILES: [CH3:29][C:30](=[O:31])[OH:32].[I:1][c:2]1[cH:3][c:4]2[c:8]([cH:9][cH:10]1)[NH:7][C:6](=[O:11])[C:5]2=[O:12].[NH:13]([NH2:14])[C:15]([CH2:16][O:17][c:18]1[cH:19][cH:20][c:21]([C:22](=[O:23])[O:24][CH3:25])[cH:26][cH:27]1)=[O:28]>>[I:1][c:2]1[cH:3][c:4]2[c:8]([cH:9][cH:10]1)[NH:7][C:6](=[O:11])[C:5]2=[N:14][NH:13][C:15]([CH2:16][O:17][c:18]1[cH:19][cH:20][c:21]([C:22](=[O:23])[O:24][CH3:25])[cH:26][cH:27]1)=[O:28]. Reactants: CN1N=CC=2N=C(N=C(C21)N2[C@H](COCC2)C)C2=CC=C(C=C2)NC(=O)NC2COC2 ((S)-1-(4-(1-methyl-7-(3-methylmorpholino)-1H-pyrazolo[4,3-d]pyrimidin-5-yl)phenyl)-3-(oxetan-3-yl)urea), Cl.CS(=O)(=O)CCN (2-(methylsulfonyl)ethanamine hydrochloride). Product: CN1N=CC=2N=C(N=C(C21)N2[C@H](COCC2)C)C2=CC=C(C=C2)NC(=O)NCCS(=O)(=O)C ((5)-1-(4-(1-methyl-7-(3-methylmorpholino)-1H-pyrazolo-[4,3-d]pyrimidin-5-yl)phenyl)-3-(2-(methylsulfonyl)ethyl)urea). RXN SMILES: [CH3:1][N:2]1[C:10]2[C:9]([N:11]3[CH2:16][CH2:15][O:14][CH2:13][C@@H:12]3[CH3:17])=[N:8][C:7]([C:18]3[CH:23]=[CH:22][C:21]([NH:24][C:25]([NH:27][CH:28]4[CH2:31]OC4)=[O:26])=[CH:20][CH:19]=3)=[N:6][C:5]=2[CH:4]=[N:3]1.Cl.[CH3:33][S:34](CCN)(=[O:36])=[O:35]>>[CH3:1][N:2]1[C:10]2[C:9]([N:11]3[CH2:16][CH2:15][O:14][CH2:13][C@@H:12]3[CH3:17])=[N:8][C:7]([C:18]3[CH:23]=[CH:22][C:21]([NH:24][C:25]([NH:27][CH2:28][CH2:31][S:34]([CH3:33])(=[O:36])=[O:35])=[O:26])=[CH:20][CH:19]=3)=[N:6][C:5]=2[CH:4]=[N:3]1 |f:1.2|. Procedure: This compound was prepared in an analogous fashion to (S)-1-(4-(1-methyl-7-(3-methylmorpholino)-1H-pyrazolo[4,3-d]pyrimidin-5-yl)phenyl)-3-(oxetan-3-yl)urea, using 2-(methylsulfonyl)ethanamine hydrochloride as the starting material. 1H NMR (DMSO-d6, 400 MHz) δ ppm 8.96 (s, 1H), 8.25 (d, J=8.8 Hz, 2H), 8.21 (s, 1H), 7.51 (d, J=8.8 Hz, 2H), 6.42 (t, J=5.9 Hz, 1H), 4.25 to 4.13 (m, 4H), 3.96 to 3.83 (m, 2H), 3.78 to 3.79 (m, 1H), 3.79 to 3.60 (m, 2H), 3.60 to 3.47 (m, 3H), 3.37 to 3.30 (m, 5H), 1.2... Starting materials: C(C1=CC=CC=C1)N1C(NC2=C(C1=O)CNCC2)=O (3-benzyl-5,6,7,8-tetrahydro-1H-pyrido[4,3-d]-pyrimidine-2,4-dione), Cl (HCl). Solvent: O (water). Product: Cl.C(C1=CC=CC=C1)N1C(NC2=C(C1=O)CNCC2)=O (3-benzyl-5,6,7,8-tetrahydro-1H-pyrido[4,3-d]pyrimidine-2,4-dione hydrochloride). RXN SMILES: [CH2:1]([N:8]1[C:13](=[O:14])[C:12]2[CH2:15][NH:16][CH2:17][CH2:18][C:11]=2[NH:10][C:9]1=[O:19])[C:2]1[CH:7]=[CH:6][CH:5]=[CH:4][CH:3]=1.[ClH:20]>O>[ClH:20].[CH2:1]([N:8]1[C:13](=[O:14])[C:12]2[CH2:15][NH:16][CH2:17][CH2:18][C:11]=2[NH:10][C:9]1=[O:19])[C:2]1[CH:3]=[CH:4][CH:5]=[CH:6][CH:7]=1 |f:3.4|. Procedure: 9.4 g of 3-benzyl-5,6,7,8-tetrahydro-1H-pyrido[4,3-d]-pyrimidine-2,4-dione were suspended in 250 ml of water, the equivalent amount of 1 N HCl was added and the solution formed was filtered and concentrated under vacuum. 9.9 g of 3-benzyl-5,6,7,8-tetrahydro-1H-pyrido[4,3-d]pyrimidine-2,4-dione hydrochloride were obtained from the residue after purification by recrystallization from isopropanol.